Dataset: the Open Reaction Database (ORD), a public repository of structured organic reaction records. Task: describe an organic reaction: reactants, conditions, products, and yield Reactants: C, Cc1ccc(NC(=O)OC(C)(C)C)cc1Oc1ccc([N+](=O)[O-])cn1, CO, [Pd]. Product: Cc1ccc(NC(=O)OC(C)(C)C)cc1Oc1ccc(N)cn1. As a reaction SMILES: [C:28].[CH3:1][c:2]1[c:3]([O:16][c:17]2[n:18][cH:19][c:20]([N+:23]([O-:24])=[O:25])[cH:21][cH:22]2)[cH:4][c:5]([NH:8][C:9]([O:10][C:11]([CH3:12])([CH3:13])[CH3:14])=[O:15])[cH:6][cH:7]1.[CH3:26][OH:27].[Pd:29]>>[CH3:1][c:2]1[c:3]([O:16][c:17]2[n:18][cH:19][c:20]([NH2:23])[cH:21][cH:22]2)[cH:4][c:5]([NH:8][C:9]([O:10][C:11]([CH3:12])([CH3:13])[CH3:14])=[O:15])[cH:6][cH:7]1. Starting materials: [BH4-], CO, O=Cc1ncc(C(O)(C(F)(F)F)C(F)(F)F)s1, [Na+]. The product is OCc1ncc(C(O)(C(F)(F)F)C(F)(F)F)s1. As a reaction SMILES: [BH4-:18].[CH3:20][OH:21].[F:1][C:2]([C:3]([C:4]([F:5])([F:6])[F:7])([OH:8])[c:9]1[cH:10][n:11][c:12]([CH:14]=[O:15])[s:13]1)([F:16])[F:17].[Na+:19]>>[F:1][C:2]([C:3]([C:4]([F:5])([F:6])[F:7])([OH:8])[c:9]1[cH:10][n:11][c:12]([CH2:14][OH:15])[s:13]1)([F:16])[F:17]. Reactants: Compound B2-17, C(#N)C1=CC=C2C=3C(C4=C(C(C3NC2=C1)(C)C)C=C(C=C4)OS(=O)(=O)C(F)(F)F)=O (Trifluoro-methanesulfonic acid 3-cyano-6,6-dimethyl-11-oxo-6,11-dihydro-5H-benzo[b]carbazol-8-yl ester), Cl.CN(CCS)C (2-dimethylaminoethanethiol hydrochloric acid salt). Yields the product CN(CCSC=1C=CC2=C(C(C=3NC4=CC(=CC=C4C3C2=O)C#N)(C)C)C1)C (8-(2-Dimethylamino-ethylsulfanyl)-6,6-dimethyl-11-oxo-6,11-dihydro-5H-benzo[b]carbazole-3-carbonitrile). RXN SMILES: [C:1]([C:3]1[CH:15]=[C:14]2[C:6]([C:7]3[C:8](=[O:30])[C:9]4[CH:21]=[CH:20][C:19](OS(C(F)(F)F)(=O)=O)=[CH:18][C:10]=4[C:11]([CH3:17])([CH3:16])[C:12]=3[NH:13]2)=[CH:5][CH:4]=1)#[N:2].Cl.[CH3:32][N:33]([CH3:37])[CH2:34][CH2:35][SH:36]>>[CH3:32][N:33]([CH3:37])[CH2:34][CH2:35][S:36][C:19]1[CH:20]=[CH:21][C:9]2[C:8](=[O:30])[C:7]3[C:6]4[C:14](=[CH:15][C:3]([C:1]#[N:2])=[CH:4][CH:5]=4)[NH:13][C:12]=3[C:11]([CH3:17])([CH3:16])[C:10]=2[CH:18]=1 |f:1.2|. Procedure details: Under the same conditions as the method for synthesizing Compound B2-17, the title compound was prepared from Compound B1 and 2-dimethylaminoethanethiol hydrochloric acid salt.